Dataset: the Open Reaction Database (ORD), a public repository of structured organic reaction records. Task: describe an organic reaction: reactants, conditions, products, and yield The reactants are CC(=O)C1=CC(OC)=C(O)C=C1 (Acetovanillone). Reagents/catalysts: Cl (hydrochloric acid), [Pd] (palladium on carbon). Solvent: C(C)O (ethanol). The product is C(C)C1=CC(=C(C=C1)O)OC (4-ethyl-2-methoxyphenol). Isolated yield 102.5%. Reaction SMILES: [CH3:1][C:2]([C:4]1[CH:12]=[CH:11][C:9]([OH:10])=[C:6]([O:7][CH3:8])[CH:5]=1)=O>C(O)C.[Pd].Cl>[CH2:2]([C:4]1[CH:12]=[CH:11][C:9]([OH:10])=[C:6]([O:7][CH3:8])[CH:5]=1)[CH3:1]. Reported procedure: Acetovanillone (Aldrich, 11.0 g, 66 mmol) was dissolved in absolute ethanol (200 ml) and added to 1.5 g of 5% palladium on carbon. A few drops of concentrated hydrochloric acid were added and the mixture hydrogenated on a shaker at 42 psi. The reaction mixture was filtered through Celite, and the filtrate was concentrated to afford 10.3 g of a golden liquid. This was diluted with water, extracted with diethyl ether and the organic phase was washed with water and sodium bicarbonate. The solvent w... Reactants: [N+](=O)([O-])C1=C(C=CC=C1)O (2-nitrophenol), Cl.ClCC=1N=C(SC1)C1=CC=CC=C1 (4-chloromethyl-2-phenylthiazole hydrochloride), C([O-])([O-])=O.[Cs+].[Cs+] (cesium carbonate). Reagents/catalysts: [I-].[K+] (potassium iodide). Run in CC(=O)C (acetone). Product: [N+](=O)([O-])C1=C(OCC=2N=C(SC2)C2=CC=CC=C2)C=CC=C1 (4-[(2-nitrophenoxy)methyl]-2-phenylthiazole). Yield: 66.8%. RXN SMILES: [N+:1]([C:4]1[CH:9]=[CH:8][CH:7]=[CH:6][C:5]=1[OH:10])([O-:3])=[O:2].Cl.Cl[CH2:13][C:14]1[N:15]=[C:16]([C:19]2[CH:24]=[CH:23][CH:22]=[CH:21][CH:20]=2)[S:17][CH:18]=1.C(=O)([O-])[O-].[Cs+].[Cs+]>[I-].[K+].CC(C)=O>[N+:1]([C:4]1[CH:9]=[CH:8][CH:7]=[CH:6][C:5]=1[O:10][CH2:13][C:14]1[N:15]=[C:16]([C:19]2[CH:20]=[CH:21][CH:22]=[CH:23][CH:24]=2)[S:17][CH:18]=1)([O-:3])=[O:2] |f:1.2,3.4.5,6.7|. Procedure details: To a solution of 10.7 g (0.08 mol) of 2-nitrophenol in 500 of acetone are added 19.0 g (0.08 mol) of 4-chloromethyl-2-phenylthiazole hydrochloride, 26.3 g (0.08 mol) of cesium carbonate, and 0.5 g of potassium iodide, and the slurry is heated to reflux for 20 hours. The mixture is filtered, and the filtrate is concentrated in vacuo to obtain a crystalline residue. Recrystallization from ethanol gives 16.7 g (67%) of crystals, m.p. 95° C. Starting materials: Cc1nc2c(c3c1[nH]c1ccccc13)C(=O)CC(C)(C)C2, CC1(C)CC(=O)c2c(ncc3[nH]c4ccccc4c23)C1, Cc1ccccc1. The product is Cc1nc2c(c3c1[nH]c1ccccc13)CCC(C)(C)C2. RXN SMILES: [CH3:1][C:2]1([CH3:21])[CH2:3][C:4](=[O:20])[c:5]2[c:6]3[c:7]([c:8]([CH3:12])[n:9][c:10]2[CH2:11]1)[nH:13][c:14]1[cH:15][cH:16][cH:17][cH:18][c:19]31.[CH3:22][C:23]1([CH3:24])[CH2:25][c:26]2[n:27][cH:28][c:29]3[nH:30][c:31]4[cH:32][cH:33][cH:34][cH:35][c:36]4[c:37]3[c:38]2[C:39](=[O:40])[CH2:41]1.[CH3:42][c:43]1[cH:44][cH:45][cH:46][cH:47][cH:48]1>>[CH3:1][C:2]1([CH3:21])[CH2:3][CH2:4][c:5]2[c:6]3[c:7]([c:8]([CH3:12])[n:9][c:10]2[CH2:11]1)[nH:13][c:14]1[cH:15][cH:16][cH:17][cH:18][c:19]31. As a reaction SMILES: Cl[C:2]1[CH:7]=[C:6]([O:8][CH2:9][CH:10]([CH3:12])[CH3:11])[N:5]=[CH:4][N:3]=1.[F:13][C:14]1[CH:15]=[C:16]([CH:26]=[CH:27][C:28]=1[CH3:29])[C:17]([N:19]1[CH2:24][CH2:23][NH:22][C:21](=[O:25])[CH2:20]1)=[O:18].CC1(C)C2C(=C(P(C3C=CC=CC=3)C3C=CC=CC=3)C=CC=2)OC2C(P(C3C=CC=CC=3)C3C=CC=CC=3)=CC=CC1=2.P([O-])([O-])([O-])=O.[K+].[K+].[K+]>O1CCOCC1.C1C=CC(/C=C/C(/C=C/C2C=CC=CC=2)=O)=CC=1.C1C=CC(/C=C/C(/C=C/C2C=CC=CC=2)=O)=CC=1.C1C=CC(/C=C/C(/C=C/C2C=CC=CC=2)=O)=CC=1.[Pd].[Pd]>[F:13][C:14]1[CH:15]=[C:16]([CH:26]=[CH:27][C:28]=1[CH3:29])[C:17]([N:19]1[CH2:24][CH2:23][N:22]([C:2]2[CH:7]=[C:6]([O:8][CH2:9][CH:10]([CH3:12])[CH3:11])[N:5]=[CH:4][N:3]=2)[C:21](=[O:25])[CH2:20]1)=[O:18] |f:3.4.5.6,8.9.10.11.12|. Reagents/catalysts: C=1C=CC(=CC1)/C=C/C(=O)/C=C/C2=CC=CC=C2.C=1C=CC(=CC1)/C=C/C(=O)/C=C/C2=CC=CC=C2.C=1C=CC(=CC1)/C=C/C(=O)/C=C/C2=CC=CC=C2.[Pd].[Pd] (tris(dibenzylideneacetone)dipalladium). Reaction conditions: temperature 100 celsius, time 12 hour. The product is FC=1C=C(C(=O)N2CC(N(CC2)C2=NC=NC(=C2)OCC(C)C)=O)C=CC1C (4-(3-fluoro-4-methylbenzoyl)-1-(6-isobutoxypyrimidin-4-yl)piperazin-2-one). Run in O1CCOCC1 (dioxane). Reactants: ClC1=NC=NC(=C1)OCC(C)C (4-chloro-6-isobutoxypyrimidine), FC=1C=C(C(=O)N2CC(NCC2)=O)C=CC1C (4-(3-fluoro-4-methylbenzoyl)piperazin-2-one), CC1(C2=C(C(=CC=C2)P(C3=CC=CC=C3)C4=CC=CC=C4)OC5=C(C=CC=C51)P(C6=CC=CC=C6)C7=CC=CC=C7)C (Xantphos), P(=O)([O-])([O-])[O-].[K+].[K+].[K+] (tripotassium phosphate). Reported procedure: A mixture of 4-chloro-6-isobutoxypyrimidine (50 mg, 0.27 mmol), 4-(3-fluoro-4-methylbenzoyl)piperazin-2-one (76 mg, 0.32 mmol), tris(dibenzylideneacetone)dipalladium (12 mg, 0.013 mmol), Xantphos (23 mg, 0.040 mmol), and tripotassium phosphate (85 mg, 0.40 mmol) in dioxane (5 mL) was stirred at 100° C. for 12 h. After cooling to rt, the mixture was poured onto water, and the aqueous layer was extracted with dichloromethane (twice). The combined organic layer was dried over sodium sulfate and con... Reactants: C(=O)([O-])[O-].[K+].[K+] (K2CO3), N1CC(CC1)O (3-pyrrolidinol), BrCC(=O)N1CCC2=CC(=C(C=C12)[N+](=O)[O-])OC (1-(bromoacetyl)-5-(methyloxy)-6-nitro-2,3-dihydro-1H-indole). Solvent: ClCCl (dichloromethane), ClCCl (dichloromethane), O (water). Conditions: time 8 hour. Yields the product NC1=C(C=C2CCN(C2=C1)C(CN1CC(CC1)O)=O)OC (1-{2-[6-amino-5-(methyloxy)-2,3-dihydro-1H-indol-1-yl]-2-oxoethyl}-3-pyrrolidinol). Isolated yield 81.1%. RXN SMILES: Br[CH2:2][C:3]([N:5]1[C:13]2[C:8](=[CH:9][C:10]([O:17][CH3:18])=[C:11]([N+:14]([O-])=O)[CH:12]=2)[CH2:7][CH2:6]1)=[O:4].C([O-])([O-])=O.[K+].[K+].[NH:25]1[CH2:29][CH2:28][CH:27]([OH:30])[CH2:26]1>ClCCl.O>[NH2:14][C:11]1[CH:12]=[C:13]2[C:8]([CH2:7][CH2:6][N:5]2[C:3](=[O:4])[CH2:2][N:25]2[CH2:29][CH2:28][CH:27]([OH:30])[CH2:26]2)=[CH:9][C:10]=1[O:17][CH3:18] |f:1.2.3|. Procedure details: The 1-(bromoacetyl)-5-(methyloxy)-6-nitro-2,3-dihydro-1H-indole (4.0 g, 12.7 mmol) was dissolved in 50 mL of dichloromethane, then K2CO3 (4.4 g, 31.7 mmol) and 3-pyrrolidinol (1.33 g, 15.2 mmol) in 10 mL dichloromethane were added, and the reaction was stirred at RT overnight. The reaction mixture was diluted with 100 mL of water, the organic solvents were washed with water (2×100 mL), dried over Na2SO4, and the solvent was removed under reduced pressure. The resulting residue was dissolved in 1... The reactants are heterocyclyl, heteroaryl substituted phenylsulfonyl, O.[O-]P(=O)([O-])[O-].[K+].[K+].[K+] (potassium phosphate tribasic monohydrate), C1(=CC=CC=C1)P(C1=C(C2=CC=CC=C2C=C1)C1=C(C=CC2=CC=CC=C12)P(C1=CC=CC=C1)C1=CC=CC=C1)C1=CC=CC=C1 (rac-2,2′-bis (diphenylphosphino)-1,1′-binaphthyl), C[C@@H]1CNC[C@@H](O1)C (cis-2,6-dimethylmorpholine), BrC1=CC=C(C=C1)S(=O)(=O)NC1=C(C=C(C=C1)Cl)C(=O)C=1C=NC(=CC1)C (4-Bromo-N-[4-chloro-2-(6-methyl-pyridine-3-carbonyl)-phenyl]-benzenesulfonamide). The reagents and catalysts are [Pd] (Pd). Solvent: CN(C)C=O (DMF). Product: ClC1=CC(=C(C=C1)NS(=O)(=O)C1=CC=C(C=C1)N1C[C@H](O[C@H](C1)C)C)C(=O)C=1C=NC(=CC1)C (N -[4-Chloro-2-(6-methyl-pyridine-3-carbonyl)-phenyl]-4-(cis-2,6-dimethyl-morpholin-4-yl)-benzensulfonamide). As a reaction SMILES: Br[C:2]1[CH:7]=[CH:6][C:5]([S:8]([NH:11][C:12]2[CH:17]=[CH:16][C:15]([Cl:18])=[CH:14][C:13]=2[C:19]([C:21]2[CH:22]=[N:23][C:24]([CH3:27])=[CH:25][CH:26]=2)=[O:20])(=[O:10])=[O:9])=[CH:4][CH:3]=1.O.[O-]P([O-])([O-])=O.[K+].[K+].[K+].C1(P(C2C=CC=CC=2)C2C=CC3C(=CC=CC=3)C=2C2C3C(=CC=CC=3)C=CC=2P(C2C=CC=CC=2)C2C=CC=CC=2)C=CC=CC=1.[CH3:83][C@H:84]1[O:89][C@@H:88]([CH3:90])[CH2:87][NH:86][CH2:85]1>CN(C=O)C.[Pd]>[Cl:18][C:15]1[CH:16]=[CH:17][C:12]([NH:11][S:8]([C:5]2[CH:6]=[CH:7][C:2]([N:86]3[CH2:85][C@H:84]([CH3:83])[O:89][C@H:88]([CH3:90])[CH2:87]3)=[CH:3][CH:4]=2)(=[O:10])=[O:9])=[C:13]([C:19]([C:21]2[CH:22]=[N:23][C:24]([CH3:27])=[CH:25][CH:26]=2)=[O:20])[CH:14]=1 |f:1.2.3.4.5|. Reported procedure: The title compound was prepared according to the general procedure for the synthesis of heterocyclyl and heteroaryl substituted phenylsulfonyl derivatives previously described, using 4-Bromo-N-[4-chloro-2-(6-methyl-pyridine-3-carbonyl)-phenyl]-benzenesulfonamide.0.3 g (0.66 mmol), potassium phosphate tribasic monohydrate 0.91 g (3.96 mmol), rac-2,2′-bis (diphenylphosphino)-1,1′-binaphthyl 0.12 g (0.198 mmol), cis-2,6-dimethylmorpholine 0.37 g (3.3 mmol) and Pd (dba)3 60 mg (0.066 mmol) in 3 ml D... Reactants: CCOC(=O)CC(C)c1ccc2c(c1)N(C(=O)OC(C)(C)C)CCN2C(=O)Cc1ccc(NC(=O)Nc2ccccc2C)c(OC)c1, ClCCl, [Na+], [OH-], O=C(O)C(F)(F)F. The product is CCOC(=O)CC(C)c1ccc2c(c1)NCCN2C(=O)Cc1ccc(NC(=O)Nc2ccccc2C)c(OC)c1. RXN SMILES: [C:8]([O:9][C:10](=[O:11])[N:15]1[CH2:16][CH2:17][N:18]([C:33]([CH2:34][c:35]2[cH:36][c:37]([O:52][CH3:53])[c:38]([NH:41][C:42](=[O:43])[NH:44][c:45]3[c:46]([CH3:51])[cH:47][cH:48][cH:49][cH:50]3)[cH:39][cH:40]2)=[O:54])[c:19]2[cH:20][cH:21][c:22]([CH:25]([CH2:26][C:27](=[O:28])[O:29][CH2:30][CH3:31])[CH3:32])[cH:23][c:24]21)([CH3:12])([CH3:13])[CH3:14].[Cl:57][CH2:58][Cl:59].[Na+:56].[OH-:55].[OH:1][C:2]([C:3]([F:4])([F:5])[F:6])=[O:7]>>[NH:15]1[CH2:16][CH2:17][N:18]([C:33]([CH2:34][c:35]2[cH:36][c:37]([O:52][CH3:53])[c:38]([NH:41][C:42](=[O:43])[NH:44][c:45]3[c:46]([CH3:51])[cH:47][cH:48][cH:49][cH:50]3)[cH:39][cH:40]2)=[O:54])[c:19]2[cH:20][cH:21][c:22]([CH:25]([CH2:26][C:27](=[O:28])[O:29][CH2:30][CH3:31])[CH3:32])[cH:23][c:24]21. Starting materials: N[C@@H](CC1=CC=CC=C1)C(=O)O (phenylalanine), C1[C@H]([C@@H]([C@H]([C@@H]([C@H]1N)O[C@@H]2[C@@H]([C@H]([C@@H]([C@H](O2)CN)O)O)O)O)O[C@@H]3[C@@H]([C@H]([C@@H]([C@H](O3)CO)O)N)O)N (kanamycin), C1=CN(C(=O)N=C1N)[C@H]2[C@H]([C@@H]([C@H](O2)COP(=O)(O)OCCCCCCCCCCCCCCCC(=O)O)O)O (pCA16), CC1([C@@H](N2[C@H](S1)[C@@H](C2=O)NC(=O)[C@@H](C=3C=CC=CC3)N)C(=O)O)C (ampicillin). Product: O=C[C@H](O)[C@@H](O)[C@H](O)[C@H](O)CO (Glucose). As a reaction SMILES: N[C@H](C(O)=[O:11])CC1C=CC=CC=1.C1C(N)=NC(=O)N([C@@H]2O[C@H](COP(OCCCCCCCCCCCCCCCC(O)=O)(O)=O)[C@@H](O)[C@@H]2O)C=1.CC1(C)S[C@@H]2[C@H](NC([C@H](N)C3C=CC=CC=3)=O)C(=O)N2[C@H]1C(O)=O.C1[C@H](N)[C@@H](O[C@H]2O[C@H](CN)[C@@H](O)[C@H](O)[C@H]2O)[C@H](O)[C@@H]([O:96][C@H:97]2[O:102][C@H:101]([CH2:103][OH:104])[C@@H:100]([OH:105])[C@H:99](N)[C@H:98]2[OH:107])[C@@H]1N>>[O:104]=[CH:103][C@@H:101]([C@H:100]([C@@H:99]([C@@H:98]([CH2:97][OH:96])[OH:107])[OH:11])[OH:105])[OH:102]. Reported procedure: Two strains (designated as WWQ51.1 and WSQ1) were constructed from the E. coli phenylalanine overproducing strain E. coli NST74 by transformation with pCA16 and pKSM-pdc1 and selection for ampicillin and kanamycin resistance, as described in Example 4. Since preliminary experiments showed similar patterns for both constructs, we chose strain WWQ51.1 for further studies.